Dataset: the Open Reaction Database (ORD), a public repository of structured organic reaction records. Task: describe an organic reaction: reactants, conditions, products, and yield Starting materials: O=S(=O)(Cl)c1cccc(Br)c1, NC1CCc2ccccc21. Product: O=S(=O)(NC1CCc2ccccc21)c1cccc(Br)c1. As a reaction SMILES: [Br:11][c:12]1[cH:13][c:14]([S:18](=[O:19])(=[O:20])[Cl:21])[cH:15][cH:16][cH:17]1.[NH2:1][CH:2]1[CH2:3][CH2:4][c:5]2[cH:6][cH:7][cH:8][cH:9][c:10]21>>[NH:1]([CH:2]1[CH2:3][CH2:4][c:5]2[cH:6][cH:7][cH:8][cH:9][c:10]21)[S:18]([c:14]1[cH:13][c:12]([Br:11])[cH:17][cH:16][cH:15]1)(=[O:19])=[O:20].